From a dataset of the Open Reaction Database (ORD), a public repository of structured organic reaction records. describe an organic reaction: reactants, conditions, products, and yield Starting materials: CC(=O)O[BH-](OC(C)=O)OC(C)=O, NCC1CC1, O=C1CCN(Cc2cc3nc(Cl)nc(N4CCOCC4)c3s2)CC1, ClCCCl, ClCCl, [Na+], O. The product is Clc1nc(N2CCOCC2)c2sc(CN3CCC(NCC4CC4)CC3)cc2n1. RXN SMILES: [C:30]([O:31][BH-:32]([O:33][C:34](=[O:35])[CH3:36])[O:37][C:38](=[O:39])[CH3:40])(=[O:41])[CH3:42].[CH:25]1([CH2:28][NH2:29])[CH2:26][CH2:27]1.[Cl:1][c:2]1[n:3][c:4]([N:19]2[CH2:20][CH2:21][O:22][CH2:23][CH2:24]2)[c:5]2[c:6]([n:7]1)[cH:8][c:9]([CH2:11][N:12]1[CH2:13][CH2:14][C:15](=[O:18])[CH2:16][CH2:17]1)[s:10]2.[Cl:44][CH2:45][CH2:46][Cl:47].[Cl:49][CH2:50][Cl:51].[Na+:43].[OH2:48]>>[Cl:1][c:2]1[n:3][c:4]([N:19]2[CH2:20][CH2:21][O:22][CH2:23][CH2:24]2)[c:5]2[c:6]([n:7]1)[cH:8][c:9]([CH2:11][N:12]1[CH2:13][CH2:14][CH:15]([NH:29][CH2:28][CH:25]3[CH2:26][CH2:27]3)[CH2:16][CH2:17]1)[s:10]2. Reaction SMILES: [Br:1][C:2]1[C:3]([C@@H:9]([NH:19][C:20](=[O:26])[O:21][C:22]([CH3:25])([CH3:24])[CH3:23])[CH2:10][C:11]2[CH:16]=[C:15]([F:17])[CH:14]=[C:13]([F:18])[CH:12]=2)=[N:4][C:5](Br)=[CH:6][CH:7]=1.Cl.[CH3:28][C:29]1([OH:33])[CH2:32][NH:31][CH2:30]1.C(=O)([O-])[O-].[Cs+].[Cs+].C1(P(C2C=CC=CC=2)C2C=CC3C(=CC=CC=3)C=2C2C3C(=CC=CC=3)C=CC=2P(C2C=CC=CC=2)C2C=CC=CC=2)C=CC=CC=1>C1(C)C=CC=CC=1.C([O-])(=O)C.C([O-])(=O)C.[Pd+2]>[Br:1][C:2]1[C:3]([C@@H:9]([NH:19][C:20](=[O:26])[O:21][C:22]([CH3:25])([CH3:24])[CH3:23])[CH2:10][C:11]2[CH:16]=[C:15]([F:17])[CH:14]=[C:13]([F:18])[CH:12]=2)=[N:4][C:5]([N:31]2[CH2:32][C:29]([OH:33])([CH3:28])[CH2:30]2)=[CH:6][CH:7]=1 |f:1.2,3.4.5,8.9.10|. The reagents and catalysts are C(C)(=O)[O-].C(C)(=O)[O-].[Pd+2] (palladium diacetate). Reaction conditions: temperature 150 celsius. Starting materials: BrC=1C(=NC(=CC1)Br)[C@H](CC1=CC(=CC(=C1)F)F)NC(OC(C)(C)C)=O ((S)-tert-butyl (1-(3,6-dibromopyridin-2-yl)-2-(3,5-difluorophenyl)ethyl)carbamate), C1(=CC=CC=C1)P(C1=C(C2=CC=CC=C2C=C1)C1=C(C=CC2=CC=CC=C12)P(C1=CC=CC=C1)C1=CC=CC=C1)C1=CC=CC=C1 (2,2′-bis-(diphenylphosphino)-1,1′-binaphthyl), Cl.CC1(CNC1)O (3-methylazetidin-3-ol hydrochloride), C([O-])([O-])=O.[Cs+].[Cs+] (cesium carbonate). The solvent is C1(=CC=CC=C1)C (toluene). The product is BrC=1C(=NC(=CC1)N1CC(C1)(C)O)[C@H](CC1=CC(=CC(=C1)F)F)NC(OC(C)(C)C)=O ((S)-tert-butyl (1-(3-bromo-6-(3-hydroxy-3-methylazetidin-1-yl)pyridin-2-yl)-2-(3,5-difluorophenyl)ethyl)carbamate). Reported procedure: (S)-tert-butyl (1-(3,6-dibromopyridin-2-yl)-2-(3,5-difluorophenyl)ethyl)carbamate (150 mg, 0.3 mmol), 3-methylazetidin-3-ol hydrochloride (75 mg, 0.6 mmol) was combined with cesium carbonate (397 mg, 1.2 mmol), palladium diacetate (10 mg, 0.015 mmol) and 2,2′-bis-(diphenylphosphino)-1,1′-binaphthyl (19 mg, 0.03 mmol) in 2 mL of toluene. The system was degassed and purged with argon and heated to 150° C. heating bath for 1 hour, the reaction mixture was cooled and diluted with ethyl acetate. The ... Reactants: BrC=1C(=NC(=C(C1)[N+](=O)[O-])N)C=1C=NC=CC1 (3-bromo-5-nitro-2,3′-bipyridin-6-amine), FC=1C=NC=CC1[Sn](CCCC)(CCCC)CCCC (3-fluoro-4-(tributylstannyl)pyridine). The reagents and catalysts are [Cu]I (copper (I) iodide), C1(=CC=CC=C1)P(C1=CC=CC=C1)(C1=CC=CC=C1)[Pd-](P(C1=CC=CC=C1)(C1=CC=CC=C1)C1=CC=CC=C1)Cl (bis(triphenylphosphino)-palladium (II) chloride). Solvent: CN(C=O)C (dimethylformamide). Conditions: time 3 hour. Yields the product FC=1C=NC=CC1C=1C(=NC(=C(C1)[N+](=O)[O-])N)C=1C=NC=CC1 (3″-Fluoro-5′-nitro-3,2′:3′,4″-terpyridin-6′-amine). Isolated yield 50.2%. As a reaction SMILES: Br[C:2]1[C:3]([C:12]2[CH:13]=[N:14][CH:15]=[CH:16][CH:17]=2)=[N:4][C:5]([NH2:11])=[C:6]([N+:8]([O-:10])=[O:9])[CH:7]=1.[F:18][C:19]1[CH:20]=[N:21][CH:22]=[CH:23][C:24]=1[Sn](CCCC)(CCCC)CCCC>C1(P([Pd-](Cl)P(C2C=CC=CC=2)(C2C=CC=CC=2)C2C=CC=CC=2)(C2C=CC=CC=2)C2C=CC=CC=2)C=CC=CC=1.[Cu]I.CN(C)C=O>[F:18][C:19]1[CH:20]=[N:21][CH:22]=[CH:23][C:24]=1[C:2]1[C:3]([C:12]2[CH:13]=[N:14][CH:15]=[CH:16][CH:17]=2)=[N:4][C:5]([NH2:11])=[C:6]([N+:8]([O-:10])=[O:9])[CH:7]=1. Procedure details: An oven dried resealable Schlenk tube was charged with 3-bromo-5-nitro-2,3′-bipyridin-6-amine (4.51 g, 15.3 mmol), 3-fluoro-4-(tributylstannyl)pyridine (11.8 g, 30.6 mmol) and dimethylformamide (150 mL). The Schienk tube was subjected to three cycles of evacuation-backfilling with argon, and bis(triphenylphosphino)-palladium (II) chloride (1.1 g, 1.53 mmol) and copper (I) iodide (291 mg, 1.53 mmol) were added. After three new cycles of evacuation-backfilling with argon, the Schlenk tube was capp... Reactants: ClC1=CC2=C(NC(=N2)CC(F)(F)F)C=C1Cl (5,6-dichloro-2-(2,2,2-trifluoro-ethyl)-1H-benzimidazole), [H-].[Na+] (sodium hydride), BrCC(=O)C1=C(C=C(C=C1)OC)OC (2-bromo-2′,4′-dimethoxyacetophenone). Run in CN(C)C=O (DMF). Reaction conditions: time 5 minute. Yields the product ClC1=CC2=C(N(C(=N2)CC(F)(F)F)CC(=O)C2=C(C=C(C=C2)OC)OC)C=C1Cl (2-[5,6-Dichloro-2-(2,2,2-trifluoro-ethyl)-benzoimidazol-1-yl]-1-(2,4-dimethoxy-Phenyl)-ethanone). As a reaction SMILES: [Cl:1][C:2]1[C:15]([Cl:16])=[CH:14][C:5]2[NH:6][C:7]([CH2:9][C:10]([F:13])([F:12])[F:11])=[N:8][C:4]=2[CH:3]=1.[H-].[Na+].Br[CH2:20][C:21]([C:23]1[CH:28]=[CH:27][C:26]([O:29][CH3:30])=[CH:25][C:24]=1[O:31][CH3:32])=[O:22]>CN(C=O)C>[Cl:16][C:15]1[C:2]([Cl:1])=[CH:3][C:4]2[N:8]([CH2:20][C:21]([C:23]3[CH:28]=[CH:27][C:26]([O:29][CH3:30])=[CH:25][C:24]=3[O:31][CH3:32])=[O:22])[C:7]([CH2:9][C:10]([F:12])([F:13])[F:11])=[N:6][C:5]=2[CH:14]=1 |f:1.2|. Reported procedure: To 5,6-dichloro-2-(2,2,2-trifluoro-ethyl)-1H-benzimidazole (317 mg) in DMF (5 mL) was added sodium hydride (71 mg of 60% in oil dispersion). The resulting mixture was stirred at room temperature for 5 min. To the dark green solution was added 2-bromo-2′,4′-dimethoxyacetophenone (382 mg) and the resulting mixture was stirred at room temperature overnight. The reaction mixture was quenched with water, extracted with EtOAc, and dried over Na2SO4. The crude product was purified by silica gel chromat...